This data is from the Open Reaction Database (ORD), a public repository of structured organic reaction records. The task is: describe an organic reaction: reactants, conditions, products, and yield Run in C(Cl)(Cl)(Cl)Cl (carbon tetrachloride). Procedure details: A suspension of 18.1 g (0.12 mole) of 4-cyanobenzamide, 25.8 g (0.12 mole) of phosphorus pentachloride and 250 ml of AR carbon tetrachloride was stirred and heated at 70° until the HCl gas evolution had subsided; ca. 25 min. The solution was cooled to 30° and 5.9 g (0.12 mole) of 97% formic acid was added while maintaining a temperature of 30°. After stirring for 30 min., the product was collected, washed with AR carbon tetrachloride and dried to give 52 g, m.p. shrinks 162°-165°, darkens 218°, ... Yields the product C(#N)C1=CC=C(C(=O)NP(=O)(Cl)Cl)C=C1 (4-Cyano-N-[dichlorophosphinyl]benzamide). RXN SMILES: [C:1]([C:3]1[CH:11]=[CH:10][C:6]([C:7]([NH2:9])=[O:8])=[CH:5][CH:4]=1)#[N:2].[P:12]([Cl:17])(Cl)(Cl)(Cl)[Cl:13].Cl.C(O)=[O:20]>C(Cl)(Cl)(Cl)Cl>[C:1]([C:3]1[CH:11]=[CH:10][C:6]([C:7]([NH:9][P:12]([Cl:17])([Cl:13])=[O:20])=[O:8])=[CH:5][CH:4]=1)#[N:2]. Reactants: C(=O)O (formic acid), C(#N)C1=CC=C(C(=O)N)C=C1 (4-cyanobenzamide), P(Cl)(Cl)(Cl)(Cl)Cl (phosphorus pentachloride), Cl (HCl). Reactants: CON(C(=O)C1=CN(C2=CC=CC=C2C1=O)CC1=NC(=CC=C1)Br)C (1-(6-bromo-pyridin-2-ylmethyl)-4-oxo-1,4-dihydro-quinoline-3-carboxylic acid methoxy-methyl-amide), white solid. Run in CC=1C=CC(=NC1)[Mg]Br (5-methyl-2-pyridylmagnesium bromide), C1CCOC1 (THF). The product is BrC1=CC=CC(=N1)CN1C=C(C(C2=CC=CC=C12)=O)C(=O)C1=NC=C(C=C1)C (1-(6-Bromo-pyridin-2-ylmethyl)-3-(5-methyl-pyridine-2-carbonyl)-1H-quinolin-4-one). As a reaction SMILES: CON(C)[C:4]([C:6]1[C:15](=[O:16])[C:14]2[C:9](=[CH:10][CH:11]=[CH:12][CH:13]=2)[N:8]([CH2:17][C:18]2[CH:23]=[CH:22][CH:21]=[C:20]([Br:24])[N:19]=2)[CH:7]=1)=[O:5]>C1COCC1.CC1C=CC([Mg]Br)=NC=1>[Br:24][C:20]1[N:19]=[C:18]([CH2:17][N:8]2[C:9]3[C:14](=[CH:13][CH:12]=[CH:11][CH:10]=3)[C:15](=[O:16])[C:6]([C:4]([C:9]3[CH:14]=[CH:15][C:6]([CH3:4])=[CH:7][N:8]=3)=[O:5])=[CH:7]2)[CH:23]=[CH:22][CH:21]=1. Reported procedure: Experimental conditions analogous to those described for Step 6 of Example 60 from 90 mg (0.22 mmol) of 1-(6-bromo-pyridin-2-ylmethyl)-4-oxo-1,4-dihydro-quinoline-3-carboxylic acid methoxy-methyl-amide in 1 mL THF and 1.96 mL 0.25M 5-methyl-2-pyridylmagnesium bromide. Yield: 33 mg of a white solid. LC-MSD, m/z for C22H16BrN3O2 [M+H]+=434.0, 436.0; HPLC retention time: 2.0 min. Conditions: time 16 hour. Procedure: To a solution of 3-aminopropylphosphonous acid (10 mmol) and sodium bicarbonate (20 mmol) in water (40 mL) is added a solution of compound (17) (10 mmol) in acetonitrile (20 mL) over 1 min. The reaction is stirred at ambient temperature for 16 h. The reaction mixture is diluted with diethyl ether (100 mL) and washed with 0.1 M aqueous potassium bisulfate (3×100 mL). The organic phase is separated, dried over anhydrous magnesium sulfate, filtered, and concentrated in vacuo to afford the title com... Yields the product C(C(C)C)(=O)OC(C)OC(=O)NCCCP(O)O (3-{[1-Isobutanoyloxyethoxy]carbonylamino}propyl Phosphonous Acid). Run in O (water), C(C)#N (acetonitrile), C(C)OCC (diethyl ether). Reaction SMILES: [NH2:1][CH2:2][CH2:3][CH2:4][P:5]([OH:7])[OH:6].C(=O)(O)[O-].[Na+].[C:13]([O:18][CH:19]([O:21][C:22](OC1CC(=O)NC1=O)=[O:23])[CH3:20])(=[O:17])[CH:14]([CH3:16])[CH3:15]>O.C(#N)C.C(OCC)C>[C:13]([O:18][CH:19]([O:21][C:22]([NH:1][CH2:2][CH2:3][CH2:4][P:5]([OH:7])[OH:6])=[O:23])[CH3:20])(=[O:17])[CH:14]([CH3:16])[CH3:15] |f:1.2|. Starting materials: NCCCP(O)O (3-aminopropylphosphonous acid), C([O-])(O)=O.[Na+] (sodium bicarbonate), C(C(C)C)(=O)OC(C)OC(=O)OC1C(=O)NC(C1)=O ([(1-Isobutanoyloxyethoxy)carbonyloxy] Succinimide). Reactants: COC1=C(C=CC=C1)C=1C=C2C(=CC(NC2=CC1)(C)C)CSCC(CC)C (6-(2-Methoxyphenyl)-2,2-dimethyl-4-(2-methylbutylsulfanylmethyl)-1,2-dihydroquinoline), BrCC1=CC(NC2=CC=C(C=C12)C1=C(C=CC=C1)OC)(C)C (4-bromomethyl-6-(2-methoxyphenyl)-2,2-dimethyl-1,2-dihydroquinoline), C([O-])([O-])=O.[K+].[K+] (potassium carbonate), CC(CS)CC (2-methyl-1-butanethiol). Product: COC1=C(C=CC=C1)C=1C=C2C(=CC(NC2=CC1)(C)C)CNC1=CC=CC=C1 ([6-(2-methoxyphenyl)-2,2-dimethyl-1,2-dihydroquinolin-4-ylmethyl]phenylamine). Reaction SMILES: [CH3:1][O:2][C:3]1[CH:8]=[CH:7][CH:6]=[CH:5][C:4]=1[C:9]1[CH:10]=[C:11]2[C:16](=[CH:17][CH:18]=1)[NH:15][C:14]([CH3:20])([CH3:19])[CH:13]=[C:12]2[CH2:21]SCC(C)CC.BrCC1[C:39]2[C:34](=[CH:35][CH:36]=[C:37](C3C=CC=CC=3OC)[CH:38]=2)[NH:33]C(C)(C)C=1.C(=O)([O-])[O-].[K+].[K+].CC(CC)CS>>[CH3:1][O:2][C:3]1[CH:8]=[CH:7][CH:6]=[CH:5][C:4]=1[C:9]1[CH:10]=[C:11]2[C:16](=[CH:17][CH:18]=1)[NH:15][C:14]([CH3:19])([CH3:20])[CH:13]=[C:12]2[CH2:21][NH:33][C:34]1[CH:39]=[CH:38][CH:37]=[CH:36][CH:35]=1 |f:2.3.4|. Procedure: 6-(2-Methoxyphenyl)-2,2-dimethyl-4-(2-methylbutylsulfanylmethyl)-1,2-dihydroquinoline 60 mg of 4-bromomethyl-6-(2-methoxyphenyl)-2,2-dimethyl-1,2-dihydroquinoline, 46 mg of potassium carbonate, and 27 μL of 2-methyl-1-butanethiol reacted to give 4 mg of the title compound as an oil. Reactants: CCCCC(CC)COc1ccc(C(=O)OC)c(O)c1, CO, [K+], [OH-]. Yields the product CCCCC(CC)COc1ccc(C(=O)O)c(O)c1. RXN SMILES: [CH2:1]([CH3:2])[CH:3]([CH2:4][O:5][c:6]1[cH:7][c:8]([OH:16])[c:9]([C:10](=[O:11])[O:12][CH3:13])[cH:14][cH:15]1)[CH2:17][CH2:18][CH2:19][CH3:20].[CH3:23][OH:24].[K+:22].[OH-:21]>>[CH2:1]([CH3:2])[CH:3]([CH2:4][O:5][c:6]1[cH:7][c:8]([OH:16])[c:9]([C:10](=[O:11])[OH:12])[cH:14][cH:15]1)[CH2:17][CH2:18][CH2:19][CH3:20]. The reactants are C(C)(C)(C)OC(=O)N[C@H](C(C(=O)O)O)CC1CCCCC1 ((2RS, 3S)-3-tert-butoxycarbonylamino-4-cyclohexyl-2-hydroxybutyric acid), Cl.C(C(C)C)N (isobutylamine hydrochloride), OS1C=NC2=C1C=CC=C2 (1-hydroxybenzotiazole), C1(CCCCC1)N=C=NC1CCCCC1 (dicyclohexylcarbodiimide). Solvent: C(C)(=O)OCC (ethyl acetate), C(C)N(CC)CC (triethylamine). Yields the product C(C)(C)(C)OC(=O)N[C@H](C(C(=O)NCC(C)C)O)CC1CCCCC1 ((2RS, 3S)-3-(tert-butoxycarbonyl)amino-4-cyclohexyl-2-hydroxy-N-isobutylbutyramide). Isolated yield 125.8%. Reaction SMILES: [C:1]([O:5][C:6]([NH:8][C@@H:9]([CH2:15][CH:16]1[CH2:21][CH2:20][CH2:19][CH2:18][CH2:17]1)[CH:10]([OH:14])[C:11]([OH:13])=O)=[O:7])([CH3:4])([CH3:3])[CH3:2].Cl.[CH2:23]([NH2:27])[CH:24]([CH3:26])[CH3:25].OS1C2C=CC=CC=2N=C1.C1(N=C=NC2CCCCC2)CCCCC1>C(OCC)(=O)C.C(N(CC)CC)C>[C:1]([O:5][C:6]([NH:8][C@@H:9]([CH2:15][CH:16]1[CH2:21][CH2:20][CH2:19][CH2:18][CH2:17]1)[CH:10]([OH:14])[C:11]([NH:27][CH2:23][CH:24]([CH3:26])[CH3:25])=[O:13])=[O:7])([CH3:2])([CH3:3])[CH3:4] |f:1.2|. Reported procedure: To a solution of 400 mg of the butyric acid compound, 175 mg of isobutylamine hydrochloride, 270 mg of 1-hydroxybenzotiazole and 0.22 ml of triethylamine in 20 ml of ethyl acetate was added 300 mg of dicyclohexylcarbodiimide with stirring under ice-cooling, and then the mixture was still stirred for 16 hours. The reaction mixture was cooled, and filtered to remove insoluble materials. The filtrate was washed successively with an aqueous citric acid solution, a 5% aqueous sodium bicarbonate solut... The reactants are NC1=C(C=C(C=2C(C3=CC=CC=C3C(C12)=S)=O)C1=CC=CC=C1)Br (1-Amino-2-bromo-4-phenylthioanthraquinone), CO (methanol), C([O-])([O-])=O.[K+].[K+] (potassium carbonate), OCCS(=O)(=O)C=1C=C(C=CC1)O (3-β-hydroxyethylsulfonylphenol). Solvent: CN(C=O)C (dimethylformamide), OS(=O)(=O)O.O=S(=O)=O (oleum). Yields the product C1=CC=CC=2C(C3=CC=CC=C3C(C12)=O)=O (anthraquinone). Reaction SMILES: N[C:2]1[C:15]2C(=S)[C:13]3[C:8](=[CH:9][CH:10]=[CH:11][CH:12]=3)[C:7](=[O:17])[C:6]=2[C:5]([C:18]2C=CC=CC=2)=[CH:4][C:3]=1Br.[OH:25]CCS(C1C=C(O)C=CC=1)(=O)=O.C(=O)([O-])[O-].[K+].[K+].CO>CN(C)C=O.OS(O)(=O)=O.O=S(=O)=O>[CH:12]1[C:13]2[C:18](=[O:25])[C:5]3[C:6](=[CH:15][CH:2]=[CH:3][CH:4]=3)[C:7](=[O:17])[C:8]=2[CH:9]=[CH:10][CH:11]=1 |f:2.3.4,7.8|. Procedure details: 1-Amino-2-bromo-4-phenylthioanthraquinone (4.1 parts) and 3-β-hydroxyethylsulfonylphenol (2.1 parts) were allowed to react with each other at 100° to 120° C. in dimethylformamide in the presence of potassium carbonate. After completion of the reaction, methanol was added to the reaction mixture to deposit crystals, which were then collected on a filter, well washed with water and then dried at 80° C. The product obtained was subjected to both sulfonation and esterification at 20° to 40° C. in 10... Reactants: Methyl 3-(benzoyloxy)-4-oxo-6,7,8,9-tetrahydropyrrolo[1,2-a]pyrimidine-2-carboxylate, C(C1=CC=CC=C1)(=O)OC1=CN=C2N(C1=O)CCC2 (4-oxo-4,6,7,8-tetrahydropyrrolo[1,2-a]pyrimidin-3-yl benzoate), FC1=CC=C(CN)C=C1 (4-fluoro-benzylamine), CO (methanol). Yields the product FC1=CC=C(CNC(=O)C=2N=C3N(C(C2O)=O)CCC3)C=C1 (N-(4-fluorobenzyl)-3-hydroxy-4-oxo-4,6,7,8-tetrahydropyrrolo[1,2-a]pyrimidine-2-carboxamide). RXN SMILES: C([O:9][C:10]1[C:15](=[O:16])[N:14]2[CH2:17][CH2:18][CH2:19][C:13]2=[N:12][CH:11]=1)(=O)C1C=CC=CC=1.[F:20][C:21]1[CH:28]=[CH:27][C:24]([CH2:25][NH2:26])=[CH:23][CH:22]=1.[CH3:29][OH:30]>>[F:20][C:21]1[CH:28]=[CH:27][C:24]([CH2:25][NH:26][C:29]([C:11]2[N:12]=[C:13]3[CH2:19][CH2:18][CH2:17][N:14]3[C:15](=[O:16])[C:10]=2[OH:9])=[O:30])=[CH:23][CH:22]=1. Procedure details: To a solution of crude mixture of Methyl 3-(benzoyloxy)-4-oxo-6,7,8,9-tetrahydropyrrolo[1,2-a]pyrimidine-2-carboxylate and 4-oxo-4,6,7,8-tetrahydropyrrolo[1,2-a]pyrimidin-3-yl benzoate (ratio 6:1) in dry methanol, 3 eq. of 4-fluoro-benzylamine were added. The mixture was irradiated in a microwave apparatus (140° C., 500 sec). After cooling the solvent was removed under reduced pressure. The product was isolated by preparative RP-HPLC (Symmetry Column C18, 5 μm, 19×300 mm, gradient of CH3CN/H2O+0...